This data is from the Open Reaction Database (ORD), a public repository of structured organic reaction records. The task is: describe an organic reaction: reactants, conditions, products, and yield Starting materials: CN=C=O (Methyl isocyanate), NC1=CC=C(OCC2CCN(CC2)C2=CC=NC=C2)C=C1 (4-[(4-aminophenoxy)methyl]-1-[4-pyridyl]piperidine). Solvent: CN(C=O)C (dimethylformamide), CO (methanol). Conditions: time 3 hour. Yields the product CNC(=O)NC1=CC=C(C=C1)OCC1CCN(CC1)C1=CC=NC=C1 (N-Methyl-N'-[4-([1-(4-pyridyl)piperidin-4-yl]methoxy)phenyl]urea). The yield is 46.7%. As a reaction SMILES: [CH3:1][N:2]=[C:3]=[O:4].[NH2:5][C:6]1[CH:25]=[CH:24][C:9]([O:10][CH2:11][CH:12]2[CH2:17][CH2:16][N:15]([C:18]3[CH:23]=[CH:22][N:21]=[CH:20][CH:19]=3)[CH2:14][CH2:13]2)=[CH:8][CH:7]=1>CN(C)C=O.CO>[CH3:1][NH:2][C:3]([NH:5][C:6]1[CH:25]=[CH:24][C:9]([O:10][CH2:11][CH:12]2[CH2:13][CH2:14][N:15]([C:18]3[CH:23]=[CH:22][N:21]=[CH:20][CH:19]=3)[CH2:16][CH2:17]2)=[CH:8][CH:7]=1)=[O:4]. Procedure: Methyl isocyanate (0.18 g) was added to a stirred solution of 4-[(4-aminophenoxy)methyl]-1-[4-pyridyl]piperidine (see Preparation 4) (0.57 g) in dimethylformamide (10 ml) and the mixture was stirred at room temperature for 3 hours and then diluted with methanol (2 ml). The solid was filtered off and crystallised from methanol to give the title compound, (0.32 g), m.p. 222°-224°. Reactants: C=CCC(CC)C(O)CC(=O)O, C=CC1(CC(O)CC(=O)OC)CCC1. Product: C=CC1(CC(O)CC(=O)O)CCC1. As a reaction SMILES: [CH2:1]([CH:2]([CH2:3][CH:4]=[CH2:5])[CH:6]([OH:7])[CH2:8][C:9]([OH:10])=[O:11])[CH3:12].[OH:13][CH:14]([CH2:15][C:16](=[O:17])[O:18][CH3:19])[CH2:20][C:21]1([CH:25]=[CH2:26])[CH2:22][CH2:23][CH2:24]1>>[OH:13][CH:14]([CH2:15][C:16](=[O:17])[OH:18])[CH2:20][C:21]1([CH:25]=[CH2:26])[CH2:22][CH2:23][CH2:24]1. Reactants: CC(C)(C)N(C([O-])=O)[C@H](C(NC1=C(C=C(C=C1F)F)F)=O)CC1=CC=C(C=C1)OCC1=CC=CC=C1 ((S)-1,1-dimethylethyl[2-oxo-1-[[4-(phenylmethoxy)phenyl]methyl]-2-[(2,4,6-trifluorophenyl)amino]ethyl]carbamate), C(N)([O-])=O (carbamate). Product: N[C@H](C(=O)NC1=C(C=C(C=C1F)F)F)CC1=CC=C(C=C1)OCC1=CC=CC=C1 ((S)-α-Amino-4-(phenylmethoxy)-N-(2,4,6-trifluorophenyl)benzenepropanamide). Reaction SMILES: CC([N:5]([C@@H:9]([CH2:22][C:23]1[CH:28]=[CH:27][C:26]([O:29][CH2:30][C:31]2[CH:36]=[CH:35][CH:34]=[CH:33][CH:32]=2)=[CH:25][CH:24]=1)[C:10](=[O:21])[NH:11][C:12]1[C:17]([F:18])=[CH:16][C:15]([F:19])=[CH:14][C:13]=1[F:20])C(=O)[O-])(C)C.C(=O)([O-])N>>[NH2:5][C@@H:9]([CH2:22][C:23]1[CH:28]=[CH:27][C:26]([O:29][CH2:30][C:31]2[CH:36]=[CH:35][CH:34]=[CH:33][CH:32]=2)=[CH:25][CH:24]=1)[C:10]([NH:11][C:12]1[C:17]([F:18])=[CH:16][C:15]([F:19])=[CH:14][C:13]=1[F:20])=[O:21]. Procedure: Employing the method of Example 22, but using (S)-1,1-dimethylethyl[2-oxo-1-[[4-(phenylmethoxy)phenyl]methyl]-2-[(2,4,6-trifluorophenyl)amino]ethyl]carbamate instead of (S)-1,1-dimethylethyl[[2,6-bis(1-Methylethyl)phenyl]amino]-2-oxo-1-[[4-(phenylmethoxy)phenyl]methyl]ethyl]carbamate, the title compound was prepared, mp 80.5°-86.5° C. Reactants: Br, COc1ccc(-c2nc(C)c(C)o2)cc1. The product is Cc1nc(-c2ccc(O)cc2)oc1C. Reaction SMILES: [BrH:16].[CH3:1][O:2][c:3]1[cH:4][cH:5][c:6](-[c:9]2[o:10][c:11]([CH3:15])[c:12]([CH3:14])[n:13]2)[cH:7][cH:8]1>>[OH:2][c:3]1[cH:4][cH:5][c:6](-[c:9]2[o:10][c:11]([CH3:15])[c:12]([CH3:14])[n:13]2)[cH:7][cH:8]1. Reactants: CC(C)(C)OC(=O)c1ccc(CS(C)(=O)=O)cc1Cl, Cl, C1COCCO1. Product: CS(=O)(=O)Cc1ccc(C(=O)O)c(Cl)c1. RXN SMILES: [Cl:1][c:2]1[c:3]([C:4](=[O:5])[O:6][C:7]([CH3:8])([CH3:9])[CH3:10])[cH:11][cH:12][c:13]([CH2:15][S:16](=[O:17])(=[O:18])[CH3:19])[cH:14]1.[ClH:20].[O:21]1[CH2:22][CH2:23][O:24][CH2:25][CH2:26]1>>[Cl:1][c:2]1[c:3]([C:4](=[O:5])[OH:6])[cH:11][cH:12][c:13]([CH2:15][S:16](=[O:17])(=[O:18])[CH3:19])[cH:14]1. Starting materials: NCCCNC=1SC=CN1 (2-(3-aminopropylamino)thiazole), NC=1SC=CN1 (2-aminothiazole), C(C1=CC=CC=C1)(=O)N=C=S (benzoyl isothiocyanate). Yields the product S1C(=NC=C1)NCCCNC(=S)N ((3-(2-thiazolylamino)propyl]thiourea). As a reaction SMILES: [NH2:1][CH2:2][CH2:3][CH2:4][NH:5][C:6]1[S:7][CH:8]=[CH:9][N:10]=1.[NH2:11][C:12]1[S:13]C=CN=1.C(N=C=S)(=O)C1C=CC=CC=1>>[S:7]1[CH:8]=[CH:9][N:10]=[C:6]1[NH:5][CH2:4][CH2:3][CH2:2][NH:1][C:12]([NH2:11])=[S:13]. Procedure: By the procedure of Example 46, reacting 2-(3-aminopropylamino)thiazole (prepared from 2-aminothiazole by the method of Example 53) with benzoyl isothiocyanate gives N-benzoyl-N'-[(3-(2-thiazolylamino)propyl]thiourea. Removing the benzoyl group by the procedure of Example 46 gives N-[3-(2-thiazolylamino)propyl]thiourea. The reactants are COc1ccc2nccc(O)c2c1, CC(=O)O, O=C1CCC(=O)N1Cl. The product is COc1ccc2ncc(Cl)c(O)c2c1. As a reaction SMILES: [CH3:1][O:2][c:3]1[cH:4][c:5]2[c:6]([OH:13])[cH:7][cH:8][n:9][c:10]2[cH:11][cH:12]1.[CH3:22][C:23](=[O:24])[OH:25].[Cl:14][N:15]1[C:16](=[O:17])[CH2:18][CH2:19][C:20]1=[O:21]>>[CH3:1][O:2][c:3]1[cH:4][c:5]2[c:6]([OH:13])[c:7]([Cl:14])[cH:8][n:9][c:10]2[cH:11][cH:12]1. The reactants are O (water), C([O-])([O-])=O.[K+].[K+] (potassium carbonate), CC(C(C(C)=O)=NO)=O (pentane-2,3,4-trione 3-oxime), S(=O)(=O)(OC)OC (dimethyl sulfate). Solvent: C(C)(C)(C)OC (methyl tert-butyl ether), CN(C)C=O (DMF), CN(C)C=O (DMF). Run at temperature -5 celsius. Product: CON=C(C(C)=O)C(C)=O (Pentane-2,3,4-trione 3-(O-methyloxime)). The yield is 89.0%. Reaction SMILES: [C:1](=O)([O-])[O-].[K+].[K+].[CH3:7][C:8](=[O:15])[C:9](=[N:13][OH:14])[C:10](=[O:12])[CH3:11].S(OC)(OC)(=O)=O.O>C(OC)(C)(C)C.CN(C=O)C>[CH3:1][O:14][N:13]=[C:9]([C:10](=[O:12])[CH3:11])[C:8](=[O:15])[CH3:7] |f:0.1.2|. Procedure: In a 20 l vessel, 4.5 kg (32.6 mol) of potassium carbonate were suspended in 3.2 l of methyl tert-butyl ether and a liter of DMF. With stirring, the mixture was cooled to from 0 to −10° C. A solution of 4128 g (32 mol) of pentane-2,3,4-trione 3-oxime, 2 l of DMF and 4032 g (32 mol) of dimethyl sulfate was then metered in at an internal temperature of <25° C. over a period of 2 hours. The mixture was stirred at room temperature for another 3.5 hours. A further 20 l of water were then added, the u... Starting materials: C(CC)S(=O)(=O)OCCN(S(=O)(=O)CCC)C (2-(N-methylpropylsulfonamido)ethyl propane-1-sulfonate), N1[C@H](CCC1)CO ((R)-1-pyrrolidin-2-yl-methanol). The product is C(CC)S(=O)(=O)N1[C@H](CCC1)COS(=O)(=O)CCC (Propane-1-sulfonic acid (R)-1-(propane-1-sulfonyl)-pyrrolidin-2-ylmethyl ester). As a reaction SMILES: [CH2:1]([S:4]([O:7][CH2:8][CH2:9][N:10]([CH3:17])[S:11]([CH2:14][CH2:15][CH3:16])(=[O:13])=[O:12])(=[O:6])=[O:5])[CH2:2][CH3:3].N1CC[CH2:20][C@@H:19]1CO>>[CH2:14]([S:11]([N:10]1[CH2:17][CH2:20][CH2:19][C@@H:9]1[CH2:8][O:7][S:4]([CH2:1][CH2:2][CH3:3])(=[O:6])=[O:5])(=[O:13])=[O:12])[CH2:15][CH3:16]. Procedure: Prepared as described for 2-(N-methylpropylsulfonamido)ethyl propane-1-sulfonate (example 76, step 1 using (R)-1-pyrrolidin-2-yl-methanol instead of 2-(methylamino)ethanol.